This data is from the Open Reaction Database (ORD), a public repository of structured organic reaction records. The task is: describe an organic reaction: reactants, conditions, products, and yield The reactants are OC1=C(C=CC(=C1)O)C1=NC(=NC(=N1)C1=CC=C(C=C1)OC)C1=CC=C(C=C1)OC (2-(2,4-dihydroxyphenyl)-4,6-bis(4-methoxyphenyl)-1,3,5-triazine), ( 108b ), C([O-])([O-])=O.[K+].[K+] (potassium carbonate), [I-].[K+] (potassium iodide), BrCCCCCC (1-bromohexane). The solvent is C(C)OCCO (2-ethoxyethanol). Reaction conditions: temperature 110 celsius, time 12 hour. Yields the product OC1=C(C=CC(=C1)OCCCCCC)C1=NC(=NC(=N1)C1=CC=C(C=C1)OC)C1=CC=C(C=C1)OC (2-(2-hydroxy-4-hexyloxyphenyl)-4,6-bis(4-methoxyphenyl)-1,3,5-triazine). RXN SMILES: [OH:1][C:2]1[CH:7]=[C:6]([OH:8])[CH:5]=[CH:4][C:3]=1[C:9]1[N:14]=[C:13]([C:15]2[CH:20]=[CH:19][C:18]([O:21][CH3:22])=[CH:17][CH:16]=2)[N:12]=[C:11]([C:23]2[CH:28]=[CH:27][C:26]([O:29][CH3:30])=[CH:25][CH:24]=2)[N:10]=1.C(=O)([O-])[O-].[K+].[K+].[I-].[K+].Br[CH2:40][CH2:41][CH2:42][CH2:43][CH2:44][CH3:45]>C(OCCO)C>[OH:1][C:2]1[CH:7]=[C:6]([O:8][CH2:40][CH2:41][CH2:42][CH2:43][CH2:44][CH3:45])[CH:5]=[CH:4][C:3]=1[C:9]1[N:14]=[C:13]([C:15]2[CH:16]=[CH:17][C:18]([O:21][CH3:22])=[CH:19][CH:20]=2)[N:12]=[C:11]([C:23]2[CH:28]=[CH:27][C:26]([O:29][CH3:30])=[CH:25][CH:24]=2)[N:10]=1 |f:1.2.3,4.5|. Reported procedure: 15.2 g (0.038 mol) of 2-(2,4-dihydroxyphenyl)-4,6-bis(4-methoxyphenyl)-1,3,5-triazine of the formula (108b), 5.2 g of potassium carbonate and 50 mg of potassium iodide are heated in 100 ml of 2-ethoxyethanol at 110° C. for 45 minutes, followed by dropwise addition of 6.9 g (0.042 mol) of 1-bromohexane over a period of 15 minutes. The mixture is stirred at 110° C. for 12 hours, cooled to 0° C. and filtered. The solid material is washed neutral with water and then washed with methanol and dried. A... Reactants: polyphosphoric acid, C(C)OC(COC1=CC=C(C=C1)C(F)(F)F)OCC (1-(2,2-diethoxyethoxy)-4-(trifluoromethyl)benzene). The solvent is C1=CC=CC=C1 (benzene). Product: FC(C=1C=CC2=C(C=CO2)C1)(F)F (5-(trifluoromethyl)-1-benzofuran). Yield: 93.4%. Reaction SMILES: C(O[CH:4](OCC)[CH2:5][O:6][C:7]1[CH:12]=[CH:11][C:10]([C:13]([F:16])([F:15])[F:14])=[CH:9][CH:8]=1)C>C1C=CC=CC=1>[F:14][C:13]([F:16])([F:15])[C:10]1[CH:9]=[CH:8][C:7]2[O:6][CH:5]=[CH:4][C:12]=2[CH:11]=1. Procedure: To a mixture of benzene (100 mL) containing polyphosphoric acid (19.45 g, 57.54 mmol) was added 1-(2,2-diethoxyethoxy)-4-(trifluoromethyl)benzene (8.0 g, 28.75 mmol). The mixture was stirred vigorously while being heated to reflux for 2.5 hours. The reaction mixture was cooled to room temperature and decanted from the polyphosphoric acid. The solvent was removed under vacuum to give the residue, which was purified by silica gel column chromatography eluting with 1% ethyl acetate in petroleum eth... The reactants are ClC1=CC=C(C=CC(=O)O)C=C1 (p-chlorocinnamic acid), S(=O)(Cl)Cl (thionyl chloride), CCOCC (ether). Solvent: CN(C=O)C (dimethyl formamide). Run at time 8 hour. Product: ClC1=CC=C(C=CC(=O)Cl)C=C1 (p-chlorocinnamoyl chloride). RXN SMILES: [Cl:1][C:2]1[CH:12]=[CH:11][C:5]([CH:6]=[CH:7][C:8](O)=[O:9])=[CH:4][CH:3]=1.S(Cl)([Cl:15])=O.CCOCC>CN(C)C=O>[Cl:1][C:2]1[CH:12]=[CH:11][C:5]([CH:6]=[CH:7][C:8]([Cl:15])=[O:9])=[CH:4][CH:3]=1. Reported procedure: To a mixture of 8.00 g. of p-chlorocinnamic acid and 4.72 ml. of thionyl chloride in 50 ml. ether is added 1.01 ml. of dimethyl formamide. Two liquid phases are then formed and the reaction mixture is stirred overnight at room temperature. The upper phase is decanted and the solvent evaporated from it to yield p-chlorocinnamoyl chloride. The reactants are CCO, CCOC(CN(C(=O)CCl)C(C)C)OCC, [Na+], [Na+], O=C([O-])[O-], Cc1ccccc1S(=O)(=O)O. Yields the product CC(C)N(CC1OCCCO1)C(=O)CCl. Reaction SMILES: [CH3:34][CH2:35][OH:36].[CH:1]([CH3:2])([CH3:3])[N:4]([C:5]([CH2:6][Cl:7])=[O:8])[CH2:9][CH:10]([O:11][CH2:12][CH3:13])[O:14][CH2:15][CH3:16].[Na+:28].[Na+:29].[O-:30][C:31](=[O:32])[O-:33].[c:17]1([CH3:18])[c:19]([S:20]([OH:21])(=[O:22])=[O:23])[cH:24][cH:25][cH:26][cH:27]1>>[CH:1]([CH3:2])([CH3:3])[N:4]([C:5]([CH2:6][Cl:7])=[O:8])[CH2:9][CH:10]1[O:11][CH2:12][CH2:16][CH2:15][O:14]1. The reactants are C(C1=CC=CC=C1)(C1=CC=CC=C1)(C1=CC=CC=C1)ON=C(C(=O)NC1[C@@H]2N(C(=C(CS2)C=CSC2=NC=CC=C2)C(=O)OC(C2=CC=CC=C2)C2=CC=CC=C2)C1=O)C=1N=C(SC1)NC(C1=CC=CC=C1)(C1=CC=CC=C1)C1=CC=CC=C1 (benzhydryl 7-[2-trityloxyimino-2-(2-tritylaminothiazol-4-yl)acetamido]-3-[2-(2-pyridyl)thiovinyl]-3-cephem-4-carboxylate), CI (methyl iodide). Run in C(C)#N (acetonitrile), C(Cl)Cl (methylene chloride). Run at time 3 day. Product: [I-].C(C1=CC=CC=C1)(C1=CC=CC=C1)(C1=CC=CC=C1)ON=C(C(=O)NC1[C@@H]2N(C(=C(CS2)C=CS[CH2+]2N(C=CC=C2)C)C(=O)OC(C2=CC=CC=C2)C2=CC=CC=C2)C1=O)C=1N=C(SC1)NC(C1=CC=CC=C1)(C1=CC=CC=C1)C1=CC=CC=C1 (benzhydryl 7-[2-trityloxyimino-2-(2-tritylaminothiazol-4-yl)acetamido]-3-[2-(1-methyl-2-pyridinio)thiovinyl]-3-cephem-4-carboxylate iodide). As a reaction SMILES: [C:1]([O:20][N:21]=[C:22]([C:60]1[N:61]=[C:62]([NH:65][C:66]([C:79]2[CH:84]=[CH:83][CH:82]=[CH:81][CH:80]=2)([C:73]2[CH:78]=[CH:77][CH:76]=[CH:75][CH:74]=2)[C:67]2[CH:72]=[CH:71][CH:70]=[CH:69][CH:68]=2)[S:63][CH:64]=1)[C:23]([NH:25][CH:26]1[C:58](=[O:59])[N:28]2[C:29]([C:42]([O:44][CH:45]([C:52]3[CH:57]=[CH:56][CH:55]=[CH:54][CH:53]=3)[C:46]3[CH:51]=[CH:50][CH:49]=[CH:48][CH:47]=3)=[O:43])=[C:30]([CH:33]=[CH:34][S:35][C:36]3[CH:41]=[CH:40][CH:39]=[CH:38][N:37]=3)[CH2:31][S:32][C@H:27]12)=[O:24])([C:14]1[CH:19]=[CH:18][CH:17]=[CH:16][CH:15]=1)([C:8]1[CH:13]=[CH:12][CH:11]=[CH:10][CH:9]=1)[C:2]1[CH:7]=[CH:6][CH:5]=[CH:4][CH:3]=1.[CH3:85][I:86]>C(#N)C.C(Cl)Cl>[I-:86].[C:1]([O:20][N:21]=[C:22]([C:60]1[N:61]=[C:62]([NH:65][C:66]([C:67]2[CH:68]=[CH:69][CH:70]=[CH:71][CH:72]=2)([C:79]2[CH:80]=[CH:81][CH:82]=[CH:83][CH:84]=2)[C:73]2[CH:74]=[CH:75][CH:76]=[CH:77][CH:78]=2)[S:63][CH:64]=1)[C:23]([NH:25][CH:26]1[C:58](=[O:59])[N:28]2[C:29]([C:42]([O:44][CH:45]([C:46]3[CH:51]=[CH:50][CH:49]=[CH:48][CH:47]=3)[C:52]3[CH:53]=[CH:54][CH:55]=[CH:56][CH:57]=3)=[O:43])=[C:30]([CH:33]=[CH:34][S:35][CH2+:36]3[CH:41]=[CH:40][CH:39]=[CH:38][N:37]3[CH3:85])[CH2:31][S:32][C@H:27]12)=[O:24])([C:8]1[CH:13]=[CH:12][CH:11]=[CH:10][CH:9]=1)([C:14]1[CH:15]=[CH:16][CH:17]=[CH:18][CH:19]=1)[C:2]1[CH:7]=[CH:6][CH:5]=[CH:4][CH:3]=1 |f:4.5|. Procedure: To a solution of benzhydryl 7-[2-trityloxyimino-2-(2-tritylaminothiazol-4-yl)acetamido]-3-[2-(2-pyridyl)thiovinyl]-3-cephem-4-carboxylate (2.4 g) in a mixture of acetonitrile (12 ml) and methylene chloride (4.8 ml) was added methyl iodide (18.7 ml) and the mixture was stirred at room temperature for 3 days. After completion of the reaction, the reaction mixture was concentrated under reduced pressure and the residue was dissolved in chloroform (38 ml) and dripped into diisopropyl ether (120 ml).... The reactants are P(Cl)(Cl)Cl (phosphorous trichloride), ClC1=CC2=C(C3=C(C[N+](=C2C2=C(C=CC=C2)Cl)[O-])CNC3=O)C=C1 (8-chloro-6-(2-chlorophenyl)-3,4-dihydropyrrolo[3,4-d][2]benzazepine-1(2H)-one-5-oxide). The solvent is C(Cl)Cl (methylene chloride). The product is ClC1=CC2=C(C3=C(CN=C2C2=C(C=CC=C2)Cl)CNC3=O)C=C1 (8-chloro-6-(2-chlorophenyl)-3,4-dihydropyrrolo[3,4-d][2]benzazepin-1(2H)-one). As a reaction SMILES: P(Cl)(Cl)Cl.[Cl:5][C:6]1[CH:28]=[CH:27][C:9]2[C:10]3[C:25](=[O:26])[NH:24][CH2:23][C:11]=3[CH2:12][N+:13]([O-])=[C:14]([C:15]3[CH:20]=[CH:19][CH:18]=[CH:17][C:16]=3[Cl:21])[C:8]=2[CH:7]=1>C(Cl)Cl>[Cl:5][C:6]1[CH:28]=[CH:27][C:9]2[C:10]3[C:25](=[O:26])[NH:24][CH2:23][C:11]=3[CH2:12][N:13]=[C:14]([C:15]3[CH:20]=[CH:19][CH:18]=[CH:17][C:16]=3[Cl:21])[C:8]=2[CH:7]=1. Procedure details: In one portion, 2 ml (2.3 mmol) of phosphorous trichloride were added to a solution of 1.0 g (2.7 mmol) of 8-chloro-6-(2-chlorophenyl)-3,4-dihydropyrrolo[3,4-d][2]benzazepine-1(2H)-one-5-oxide in 200 ml of methylene chloride and refluxed for 1 hour. The mixture was concentrated at reduced pressure. The residue was dissolved in methylene chloride and neutralized with saturated aqueous sodium bicarbonate solution. The methylene chloride solution was dried over anhydrous sodium sulfate and concentr... The reactants are FC1=C(C=C(C(=C1)F)F)N1CCNCC1 (1-(2,4,5-trifluorophenyl)piperazine), ClC[C@@H](C1=CC=CC=C1)N1C(CC2(CCCC2)CC1=O)=O ((R)-8-(2-chloro-1-phenylethyl)-8-azaspiro[4.5]decane-7,9-dione). Conditions: temperature 160 celsius, time 5 hour. Product: C1(=CC=CC=C1)[C@H](CN1CCN(CC1)C1=C(C=C(C(=C1)F)F)F)N1C(CC2(CCCC2)CC1=O)=O (8-{(1R)-1-Phenyl-2-[4-(2,4,5-trifluorophenyl)piperazino]ethyl}-8-azaspiro[4.5]decane-7,9-dione). Yield: 30.3%. Reaction SMILES: [F:1][C:2]1[CH:7]=[C:6]([F:8])[C:5]([F:9])=[CH:4][C:3]=1[N:10]1[CH2:15][CH2:14][NH:13][CH2:12][CH2:11]1.Cl[CH2:17][C@H:18]([N:25]1[C:34](=[O:35])[CH2:33][C:28]2([CH2:32][CH2:31][CH2:30][CH2:29]2)[CH2:27][C:26]1=[O:36])[C:19]1[CH:24]=[CH:23][CH:22]=[CH:21][CH:20]=1>>[C:19]1([C@@H:18]([N:25]2[C:34](=[O:35])[CH2:33][C:28]3([CH2:32][CH2:31][CH2:30][CH2:29]3)[CH2:27][C:26]2=[O:36])[CH2:17][N:13]2[CH2:12][CH2:11][N:10]([C:3]3[CH:4]=[C:5]([F:9])[C:6]([F:8])=[CH:7][C:2]=3[F:1])[CH2:15][CH2:14]2)[CH:24]=[CH:23][CH:22]=[CH:21][CH:20]=1. Reported procedure: A mixture of 1-(2,4,5-trifluorophenyl)piperazine (20 mg, 0.093 mmol) and (R)-8-(2-chloro-1-phenylethyl)-8-azaspiro[4.5]decane-7,9-dione (20 mg, 0.066 mmol) was heated with stirring at 160° C. for 5 hours. The residue was purified by preparative TLC, giving the title compound as an off-white solid (9.5 mg, 0.020 mmol, 30%): ESI-MS m/z 486 (MH+).